From a dataset of the Open Reaction Database (ORD), a public repository of structured organic reaction records. describe an organic reaction: reactants, conditions, products, and yield Reaction SMILES: [Br:1][C:2]1[C:7]([F:8])=[CH:6][C:5]([F:9])=[CH:4][C:3]=1[CH2:10][CH2:11][C:12]([O:14]C)=[O:13].O>[OH-].[Na+].CC(O)C>[Br:1][C:2]1[C:7]([F:8])=[CH:6][C:5]([F:9])=[CH:4][C:3]=1[CH2:10][CH2:11][C:12]([OH:14])=[O:13] |f:2.3|. Product: BrC1=C(C=C(C=C1F)F)CCC(=O)O (3-(2-Bromo-3,5-difluorophenyl)propanoic acid). The reactants are BrC1=C(C=C(C=C1F)F)CCC(=O)OC (Methyl 3-(2-bromo-3,5-difluorophenyl)propanoate), O (Water). Procedure details: Methyl 3-(2-bromo-3,5-difluorophenyl)propanoate (prepared as described in Step 1, 4.3 g) in aqueous NaOH (4 M, 13.5 mL) and 2-propanol (30 mL) is heated at 50° C. for 2 hours. Water is added, the mixture washed with diethyl ether, acidified to ca. pH 5 by adding concentrated aqueous HCl, and extracted twice with diethyl ether. The combined extracts of the acidified mixture are washed with brine and volatiles evaporated under reduced pressure. The resulting material (Yield 3.6 g) is used in the n... Solvent: [OH-].[Na+] (NaOH), CC(C)O (2-propanol). Starting materials: above diastereomeric mixture, C([O-])([O-])=O.[K+].[K+] (potassium carbonate), C1(=CC=CC=C1)S (thiophenol), O1[C@]2([C@@H]1C[C@@H](CC2)C(=C)C)C ((+)-(1R,2S,4R)-1,2-epoxy-8-p-menthene), O (water). The solvent is C1(=CC=CC=C1)C (toluene), CN(C=O)C (dimethylformamide). Product: C1(=CC=CC=C1)S[C@@H]1[C@@](CC[C@H](C1)C(=C)C)(C)O ((+)-(1S,2S,4R)-2-phenylthio-8-p-menthen-1-ol). Yield: 100.0%. Reaction SMILES: C(=O)([O-])[O-].[K+].[K+].[C:7]1([SH:13])[CH:12]=[CH:11][CH:10]=[CH:9][CH:8]=1.O.[O:15]1[C@H:17]2[CH2:18][C@H:19]([C:22]([CH3:24])=[CH2:23])[CH2:20][CH2:21][C@@:16]12[CH3:25]>C1(C)C=CC=CC=1.CN(C)C=O>[C:7]1([S:13][C@H:17]2[CH2:18][C@H:19]([C:22]([CH3:24])=[CH2:23])[CH2:20][CH2:21][C@@:16]2([OH:15])[CH3:25])[CH:12]=[CH:11][CH:10]=[CH:9][CH:8]=1 |f:0.1.2|. Procedure: A suspension of 164 g (1 M) of the above diastereomeric mixture, 83 g of potassium carbonate and 60.5 g (0.556 M) of thiophenol in a mixture of 380 ml of toluene and 20 ml of dimethylformamide was heated under reflux for 10 hours. After cooling to room temperature and addition of water, the separated organic layer was successively washed with water and with brine, dried over sodium sulfate and evaporated. After distillation in a bulb apparatus, the desired thioether (131 g; ca. 100% yield) was s... Starting materials: C(C)OC(C(C(=O)O)C)=O (methyl-malonic acid monoethyl ester), O1CCCC1 (tetrahydrofuran), FC(CN)(F)F (2,2,2-trifluoroethylamine), Cl.CN(CCCN=C=NCC)C (N-(3-dimethylaminopropyl)-N′-ethylcarbodiimide hydrochloride), hydrate, C(C)(C)N(C(C)C)CC (N,N-diisopropyl-ethylamine). The solvent is Cl (HCl). Run at time 18 hour. Product: C(C)OC(C(C(=O)NCC(F)(F)F)C)=O (2-Methyl-N-(2,2,2-trifluoro-ethyl)-malonamic acid ethyl ester). Yield: 61.0%. RXN SMILES: [CH2:1]([O:3][C:4](=[O:10])[CH:5]([CH3:9])[C:6]([OH:8])=O)[CH3:2].O1CCCC1.[F:16][C:17]([F:21])([F:20])[CH2:18][NH2:19].Cl.CN(C)CCCN=C=NCC.C(N(CC)C(C)C)(C)C>Cl>[CH2:1]([O:3][C:4](=[O:10])[CH:5]([CH3:9])[C:6]([NH:19][CH2:18][C:17]([F:21])([F:20])[F:16])=[O:8])[CH3:2] |f:3.4|. Procedure: To a solution of 1.56 g (10.6 mmol) methyl-malonic acid monoethyl ester in 20 ml of tetrahydrofuran 1.06 g (10.6 mmol) of 2,2,2-trifluoroethylamine, 2.05 g (10.6 mmol) of N-(3-dimethylaminopropyl)-N′-ethylcarbodiimide hydrochloride, 1.44 g (10.6 mmol) of 1-hydroxybenzotrizole hydrate and 2.75 g (21.2 mmol) of N,N-diisopropyl-ethylamine were added. The mixture was stirred at room temperature for 18 h. The mixture was poured onto 0.5 N HCl (50 ml) and afterwards extracted with dichloromethane (thr... The reactants are Clc1nc(N2CCOCC2)nc(N2CCOCC2)n1, [H-], Nc1nc2ccccc2[nH]1, [Na+], CN(C)C=O, O. The product is Nc1nc2ccccc2n1-c1nc(N2CCOCC2)nc(N2CCOCC2)n1. Reaction SMILES: [Cl:13][c:14]1[n:15][c:16]([N:26]2[CH2:27][CH2:28][O:29][CH2:30][CH2:31]2)[n:17][c:18]([N:20]2[CH2:21][CH2:22][O:23][CH2:24][CH2:25]2)[n:19]1.[H-:11].[NH2:1][c:2]1[n:3][c:4]2[cH:5][cH:6][cH:7][cH:8][c:9]2[nH:10]1.[Na+:12].[O:33]=[CH:34][N:35]([CH3:36])[CH3:37].[OH2:32]>>[NH2:1][c:2]1[n:3][c:4]2[cH:5][cH:6][cH:7][cH:8][c:9]2[n:10]1-[c:14]1[n:15][c:16]([N:26]2[CH2:27][CH2:28][O:29][CH2:30][CH2:31]2)[n:17][c:18]([N:20]2[CH2:21][CH2:22][O:23][CH2:24][CH2:25]2)[n:19]1. The reactants are NC1=NC=C(C=C1)C#N (2-amino-5-cyanopyridine), C(C1=CC=CC=C1)OC=1C=C(C(=O)Cl)C=C(C1)OCC1=CC=CC=C1 (3,5-bis(benzyloxy) benzoyl chloride). Yields the product C(C1=CC=CC=C1)OC=1C=C(C(=O)NC2=NC=C(C=C2)C#N)C=C(C1)OCC1=CC=CC=C1 (3,5-bis(benzyloxy)-N-(5-cyanopyridin-2-yl)benzamide). As a reaction SMILES: [NH2:1][C:2]1[CH:7]=[CH:6][C:5]([C:8]#[N:9])=[CH:4][N:3]=1.[CH2:10]([O:17][C:18]1[CH:19]=[C:20]([CH:24]=[C:25]([O:27][CH2:28][C:29]2[CH:34]=[CH:33][CH:32]=[CH:31][CH:30]=2)[CH:26]=1)[C:21](Cl)=[O:22])[C:11]1[CH:16]=[CH:15][CH:14]=[CH:13][CH:12]=1>>[CH2:10]([O:17][C:18]1[CH:19]=[C:20]([CH:24]=[C:25]([O:27][CH2:28][C:29]2[CH:34]=[CH:33][CH:32]=[CH:31][CH:30]=2)[CH:26]=1)[C:21]([NH:1][C:2]1[CH:7]=[CH:6][C:5]([C:8]#[N:9])=[CH:4][N:3]=1)=[O:22])[C:11]1[CH:12]=[CH:13][CH:14]=[CH:15][CH:16]=1. Procedure: The title compound was prepared as described in Example A (route 1), starting from 2-amino-5-cyanopyridine and 3,5-bis(benzyloxy) benzoyl chloride, 1H NMR δ (d6-DMSO): 5.19 (4H, s); 6.89 (1H, m); 7.26-7.46 (12H, m); 8.27 (1H, dd); 8.33 (1H, d); 8.84 (1H, s); 11.23 (1H, br s); m/z (LCMS; ESI+) 436 (MH+). The reactants are FC(CN1N=C(C=C1CO)C1=CC=C(C=C1)OC(F)(F)F)(F)F ([2-(2,2,2-trifluoro-ethyl)-5-(4-trifluoromethoxy-phenyl)-2H-pyrazol-3-yl]-methanol), CN(C(=O)N=NC(=O)N(C)C)C (N,N,N′,N′-tetramethyl azodicarboxamide), C(CCC)P(CCCC)CCCC (tributylphosphine), C(C)OC(C(C)N1C=CC2=CC=C(C=C12)O)=O ([rac]-2-(6-hydroxy-indol-1-yl)-propionic acid ethyl ester). The product is C(C)OC(C(C)N1C=CC2=CC=C(C=C12)OCC=1N(N=C(C1)C1=CC=C(C=C1)OC(F)(F)F)CC(F)(F)F)=O ([rac]-2-{6-[2-(2,2,2-trifluoro-ethyl)-5-(4-trifluoromethoxy-phenyl)-2H-pyrazol-3-ylmethoxy]-indol-1-yl}-propionic acid ethyl ester). RXN SMILES: [CH2:1]([O:3][C:4](=[O:17])[CH:5]([N:7]1[C:15]2[C:10](=[CH:11][CH:12]=[C:13]([OH:16])[CH:14]=2)[CH:9]=[CH:8]1)[CH3:6])[CH3:2].[F:18][C:19]([F:40])([F:39])[CH2:20][N:21]1[C:25]([CH2:26]O)=[CH:24][C:23]([C:28]2[CH:33]=[CH:32][C:31]([O:34][C:35]([F:38])([F:37])[F:36])=[CH:30][CH:29]=2)=[N:22]1.CN(C)C(N=NC(N(C)C)=O)=O.C(P(CCCC)CCCC)CCC>>[CH2:1]([O:3][C:4](=[O:17])[CH:5]([N:7]1[C:15]2[C:10](=[CH:11][CH:12]=[C:13]([O:16][CH2:26][C:25]3[N:21]([CH2:20][C:19]([F:39])([F:18])[F:40])[N:22]=[C:23]([C:28]4[CH:33]=[CH:32][C:31]([O:34][C:35]([F:37])([F:38])[F:36])=[CH:30][CH:29]=4)[CH:24]=3)[CH:14]=2)[CH:9]=[CH:8]1)[CH3:6])[CH3:2]. Procedure details: In analogy to the procedure described for example 3 c], [rac]-2-(6-hydroxy-indol-1-yl)-propionic acid ethyl ester (J. E. D. Barton, D. Cartwright, C. J. Mathews, Brit. UK Pat. Appl. (1992), GB 2253848 A1) was reacted with [2-(2,2,2-trifluoro-ethyl)-5-(4-trifluoromethoxy-phenyl)-2H-pyrazol-3-yl]-methanol (example 15 b]) in the presence of N,N,N′,N′-tetramethyl azodicarboxamide and tributylphosphine to give [rac]-2-{6-[2-(2,2,2-trifluoro-ethyl)-5-(4-trifluoromethoxy-phenyl)-2H-pyrazol-3-ylmethoxy]... Reported procedure: 6-Methylpyridine-2-carboxaldehyde (0.44 mmole) in 50 ml methanol was reduced with 20.6 mmole sodium borohydride at 0°-5° C. After reduction was complete, the mixture was neutralized (pH 7.5) with 2N sulfuric acid, filtered, the filtrate concentrated and partitioned between chloroform and water. Evaporation of solvent from the organic layer gave 3.32 g of red-black oil which was used in the next step. The yield is 6126.9%. Solvent: CO (methanol). Starting materials: CC1=CC=CC(=N1)C=O (6-Methylpyridine-2-carboxaldehyde), [BH4-].[Na+] (sodium borohydride), S(O)(O)(=O)=O (sulfuric acid). RXN SMILES: [CH3:1][C:2]1[N:7]=[C:6]([CH:8]=[O:9])[CH:5]=[CH:4][CH:3]=1.[BH4-].[Na+].S(=O)(=O)(O)O>CO>[CH3:1][C:2]1[N:7]=[C:6]([CH2:8][OH:9])[CH:5]=[CH:4][CH:3]=1 |f:1.2|. The product is CC1=CC=CC(=N1)CO (6-Methyl-2-hydroxymethylpyridine). The reactants are solution, CC1(OC2=C(C1)C(=CC=C2OC)[Sn](CCCC)(CCCC)CCCC)C (2,2-Dimethyl-7-methoxy-4-tributylstannyl-2,3-dihydrobenzofuran), BrC=1C=C(C(=O)OC)C=CC1 (methyl 3-bromobenzoate), C([O-])([O-])=O.[Na+].[Na+] (sodium carbonate), O (water). The reagents and catalysts are C(C)(=O)[O-].[Pd+2].C(C)(=O)[O-] (palladium acetate). Solvent: CN(C=O)C (DMF), CN(C=O)C (dimethylformamide). Run at temperature 80 celsius, time 1 hour. Yields the product CC1(OC2=C(C1)C(=CC=C2OC)C2=CC(=CC=C2)C(=O)OC)C (2,2-Dimethyl-7-methoxy-4-[3-(methoxycarbonyl)phenyl]-2,3-dihydrobenzofuran). Isolated yield 69.5%. Reaction SMILES: [CH3:1][C:2]1([CH3:26])[CH2:6][C:5]2[C:7]([Sn](CCCC)(CCCC)CCCC)=[CH:8][CH:9]=[C:10]([O:11][CH3:12])[C:4]=2[O:3]1.Br[C:28]1[CH:29]=[C:30]([CH:35]=[CH:36][CH:37]=1)[C:31]([O:33][CH3:34])=[O:32].C(=O)([O-])[O-].[Na+].[Na+].O>CN(C)C=O.C([O-])(=O)C.[Pd+2].C([O-])(=O)C>[CH3:26][C:2]1([CH3:1])[CH2:6][C:5]2[C:7]([C:28]3[CH:37]=[CH:36][CH:35]=[C:30]([C:31]([O:33][CH3:34])=[O:32])[CH:29]=3)=[CH:8][CH:9]=[C:10]([O:11][CH3:12])[C:4]=2[O:3]1 |f:2.3.4,7.8.9|. Reported procedure: A solution (30 ml) of Compound 144a obtained in Step A of Example 144 in DMF was added to a mixture of methyl 3-bromobenzoate (1.67 g), palladium acetate (0.18 g), sodium carbonate (2.10 g), and dimethylformamide (DMF) (70 ml), followed by stirring at 80° C. for one hour. A small amount of water was added to the reaction solution and the mixture was extracted with ethyl acetate. The organic layer was washed with 1N hydrochloric acid and a saturated saline and dried over anhydrous magnesium sulfa... Reactants: C1N2CN3CN1CN(C2)C3, Oc1c(F)ccc(F)c1F, O=C(O)C(F)(F)F, O, O=S(=O)(O)O. The product is O=Cc1cc(F)c(O)c(F)c1F. RXN SMILES: [CH2:1]1[N:2]2[CH2:3][N:4]3[CH2:5][N:6]([CH2:7]2)[CH2:8][N:9]1[CH2:10]3.[F:11][c:12]1[c:13]([OH:20])[c:14]([F:19])[cH:15][cH:16][c:17]1[F:18].[F:27][C:28]([F:29])([F:30])[C:31]([OH:32])=[O:33].[OH2:21].[S:22](=[O:23])(=[O:24])([OH:25])[OH:26]>>[CH:1]([c:16]1[cH:15][c:14]([F:19])[c:13]([OH:20])[c:12]([F:11])[c:17]1[F:18])=[O:21]. Run at temperature 100 celsius. Procedure: Ethyl 2-bromo-5-(3-chloropropyl)thiazole-4-carboxylate (23C) (0.790 g, 2.5 mmol) was dissolved in dioxane, the tert-butyl 7-(4,4,5,5-tetramethyl-1,3,2-dioxaborolan-2-yl)-3,4-dihydroquinoline-1(2H)-carboxylate (23E) (0.910 g, 2.5 mmol) was added followed by lithium chloride (0.320 g, 7.6 mmol), tetrakis(triphenylphosphine)palladium(0) (0.290 g, 0.25 mmol), cesium carbonate (2.5 g, 7.6 mmol) and water. This was transferred to a sealed tube, the reaction was evacuated, flushed with nitrogen and hea... Reaction SMILES: Br[C:2]1[S:3][C:4]([CH2:12][CH2:13][CH2:14][Cl:15])=[C:5]([C:7]([O:9][CH2:10][CH3:11])=[O:8])[N:6]=1.CC1(C)C(C)(C)OB([C:24]2[CH:33]=[C:32]3[C:27]([CH2:28][CH2:29][CH2:30][N:31]3[C:34]([O:36][C:37]([CH3:40])([CH3:39])[CH3:38])=[O:35])=[CH:26][CH:25]=2)O1.[Cl-].[Li+].C(=O)([O-])[O-].[Cs+].[Cs+]>O1CCOCC1.C1C=CC([P]([Pd]([P](C2C=CC=CC=2)(C2C=CC=CC=2)C2C=CC=CC=2)([P](C2C=CC=CC=2)(C2C=CC=CC=2)C2C=CC=CC=2)[P](C2C=CC=CC=2)(C2C=CC=CC=2)C2C=CC=CC=2)(C2C=CC=CC=2)C2C=CC=CC=2)=CC=1.O>[C:37]([O:36][C:34]([N:31]1[C:32]2[C:27](=[CH:26][CH:25]=[C:24]([C:2]3[S:3][C:4]([CH2:12][CH2:13][CH2:14][Cl:15])=[C:5]([C:7]([O:9][CH2:10][CH3:11])=[O:8])[N:6]=3)[CH:33]=2)[CH2:28][CH2:29][CH2:30]1)=[O:35])([CH3:40])([CH3:38])[CH3:39] |f:2.3,4.5.6,^1:59,61,80,99|. Reagents/catalysts: C=1C=CC(=CC1)[P](C=2C=CC=CC2)(C=3C=CC=CC3)[Pd]([P](C=4C=CC=CC4)(C=5C=CC=CC5)C=6C=CC=CC6)([P](C=7C=CC=CC7)(C=8C=CC=CC8)C=9C=CC=CC9)[P](C=1C=CC=CC1)(C=1C=CC=CC1)C=1C=CC=CC1 (tetrakis(triphenylphosphine)palladium(0)). Starting materials: CC1(OB(OC1(C)C)C1=CC=C2CCCN(C2=C1)C(=O)OC(C)(C)C)C (tert-butyl 7-(4,4,5,5-tetramethyl-1,3,2-dioxaborolan-2-yl)-3,4-dihydroquinoline-1(2H)-carboxylate), C([O-])([O-])=O.[Cs+].[Cs+] (cesium carbonate), BrC=1SC(=C(N1)C(=O)OCC)CCCCl (ethyl 2-bromo-5-(3-chloropropyl)thiazole-4-carboxylate), [Cl-].[Li+] (lithium chloride). Yields the product C(C)(C)(C)OC(=O)N1CCCC2=CC=C(C=C12)C=1SC(=C(N1)C(=O)OCC)CCCCl (ethyl 2-(1-(tert-butoxycarbonyl)-1,2,3,4-tetrahydroquinolin-7-yl)-5-(3-chloropropyl)thiazole-4-carboxylate). The solvent is O (water), O1CCOCC1 (dioxane). Isolated yield 81.1%.